From a dataset of the Open Reaction Database (ORD), a public repository of structured organic reaction records. describe an organic reaction: reactants, conditions, products, and yield Yield: 41.0%. Reaction conditions: temperature -20 celsius, time 3 hour. RXN SMILES: [CH2:1]([OH:8])[C:2]1[CH:7]=[CH:6][CH:5]=[CH:4][CH:3]=1.C(N([CH:15]([CH3:17])[CH3:16])CC)(C)C.Cl[Si:19](Cl)([CH:23]([CH3:25])[CH3:24])[CH:20](C)[CH3:21].[C-]#[C-].[Li+].[Li+].C(N)CN>C1COCC1.O>[CH2:1]([O:8][Si:19]([C:20]#[CH:21])([CH:15]([CH3:16])[CH3:17])[CH:23]([CH3:25])[CH3:24])[C:2]1[CH:7]=[CH:6][CH:5]=[CH:4][CH:3]=1 |f:3.4.5.6|. The solvent is O (Water), C1CCOC1 (THF), C1CCOC1 (THF). Reported procedure: A solution of benzyl alcohol (0.1 mL, 1.0 mmol) in THF (0.5 mL) was added dropwise to a cooled (−78° C.) solution of diisopropylethylamine (1 mL), dichlorodiisopropylsilane (0.3 mL, 1.62 mmol) in THF (4 mL). The solution was stirred for 3 h (−78→−20° C.). The mixture was cooled down to −78° C. and lithiumacetylid-ethylendiamin-complex (250 mg, 2.71 mmol) was added. The reaction mixture was stirred for 5 h (−78→20° C.). Water (4 mL) was added. The mixture was extracted with dichloromethane (20 mL... The reactants are [C-]#[C-].[Li+].[Li+].C(CN)N (lithiumacetylid ethylendiamin), C(C1=CC=CC=C1)O (benzyl alcohol), C(C)(C)N(CC)C(C)C (diisopropylethylamine), Cl[Si](C(C)C)(C(C)C)Cl (dichlorodiisopropylsilane). Yields the product C(C1=CC=CC=C1)O[Si](C(C)C)(C(C)C)C#C (Benzyloxy-ethynyl-diisopropyl-silane).